Dataset: the Open Reaction Database (ORD), a public repository of structured organic reaction records. Task: describe an organic reaction: reactants, conditions, products, and yield The reactants are [OH-].[K+] (potassium hydroxide), BrCCCBr (1,3-dibromopropane), N1C=CC2=CC=CC=C12 (indole). Solvent: CN(C)C=O (DMF). Conditions: time 3 day. Yields the product BrCCCN1C=CC2=CC=CC=C12 (1-(3-bromopropyl)indole). Isolated yield 30.9%. RXN SMILES: [NH:1]1[C:9]2[C:4](=[CH:5][CH:6]=[CH:7][CH:8]=2)[CH:3]=[CH:2]1.[OH-].[K+].[Br:12][CH2:13][CH2:14][CH2:15]Br>CN(C=O)C>[Br:12][CH2:13][CH2:14][CH2:15][N:1]1[C:9]2[C:4](=[CH:5][CH:6]=[CH:7][CH:8]=2)[CH:3]=[CH:2]1 |f:1.2|. Reported procedure: To a solution of 23.4 g of indole in 200 ml of DMF, cooled to 10° C., were added 22.4 g of potassium hydroxide and 101 g of 1,3-dibromopropane. The mixture was stirred under nitrogen for 3 days. The solid formed was filtered off and the filtrate was evaporated. The residue was chromatographed on silica gel with 5% diethyl ether in petroleum ether to give 14.7 g of 1-(3-bromopropyl)indole. Starting materials: [Li+].CC(C)[N-]C(C)C (LDA), C(C1=CC=CC=C1)N1C(CCCCC1)=O (1-Benzyl-azepan-2-one), Cl (HCl), C(C)(C)NC(C)C (Diisopropyl amine), [Li]CCCC (nBuLi), C(OC)(OC)=O (dimethyl carbonate). Run in CCOCC (Et2O), C1CCOC1 (THF). Run at temperature 0 celsius, time 1 hour. The product is [Li+].CC(C)[N-]C(C)C (LDA), COC(=O)C1C(N(CCCC1)CC1=CC=CC=C1)=O (1-Benzyl-2-oxo-azepane-3-carboxylic Acid Methyl Ester). Yield: 77.0%. RXN SMILES: [CH:1]([NH:4][CH:5]([CH3:7])[CH3:6])([CH3:3])[CH3:2].[Li:8]CCCC.[Li+].CC([N-]C(C)C)C.[CH2:21]([N:28]1[CH2:34][CH2:33][CH2:32][CH2:31][CH2:30][C:29]1=[O:35])[C:22]1[CH:27]=[CH:26][CH:25]=[CH:24][CH:23]=1.[C:36](=O)([O:39]C)[O:37][CH3:38].Cl>CCOCC.C1COCC1>[Li+:8].[CH3:2][CH:1]([N-:4][CH:5]([CH3:7])[CH3:6])[CH3:3].[CH3:38][O:37][C:36]([CH:30]1[CH2:31][CH2:32][CH2:33][CH2:34][N:28]([CH2:21][C:22]2[CH:27]=[CH:26][CH:25]=[CH:24][CH:23]=2)[C:29]1=[O:35])=[O:39] |f:2.3,9.10|. Reported procedure: LDA was prepared as follows: Diisopropyl amine (15.2 mL, 110 mmol) freshly distilled under N2 and over CaH2 was added to 110 mL of anhydrous THF in a dry flask, and the solution was cooled to 0° C. in an ice bath. nBuLi (73.3 mL, 111 mmol) was added dropwise, and the reaction was stirred at 0° C. for 1 hour. The freshly prepared LDA was added dropwise to a −70° C. solution of 1-Benzyl-azepan-2-one (142) (10.98 g, 544.0 mmol) dissolved in anhydrous Et2O (70 mL). The reaction was stirred at −70° C... Reactants: OC1(CC(F)(F)F)CC1, NS(=O)(=O)Oc1ccccc1. Product: NS(=O)(=O)OC1(CC(F)(F)F)CC1. As a reaction SMILES: [F:12][C:13]([CH2:14][C:15]1([OH:18])[CH2:16][CH2:17]1)([F:19])[F:20].[c:1]1([O:7][S:8](=[O:2])([NH2:9])=[O:10])[cH:3][cH:4][cH:5][cH:6][cH:11]1>>[O:7]=[S:8]([NH2:9])(=[O:10])[O:18][C:15]1([CH2:14][C:13]([F:12])([F:19])[F:20])[CH2:16][CH2:17]1.